From a dataset of the Open Reaction Database (ORD), a public repository of structured organic reaction records. describe an organic reaction: reactants, conditions, products, and yield The reactants are O=C([O-])[O-], CCOC(=O)N1c2ccc(OC)cc2C(NC2=NNN(CCSC)N2Cc2cc(C(F)(F)F)cc(C(F)(F)F)c2)CC1CC, ClCCl, O=C(OO)c1cccc(Cl)c1, [K+], [K+]. Product: CCOC(=O)N1c2ccc(OC)cc2C(NC2=NNN(CCS(C)=O)N2Cc2cc(C(F)(F)F)cc(C(F)(F)F)c2)CC1CC. As a reaction SMILES: [C:56](=[O:57])([O-:58])[O-:59].[CH2:1]([CH3:2])[O:3][C:4](=[O:5])[N:6]1[CH:7]([CH2:43][CH3:44])[CH2:8][CH:9]([NH:18][C:19]2=[N:20][NH:21][N:22]([CH2:39][CH2:40][S:41][CH3:42])[N:23]2[CH2:24][c:25]2[cH:26][c:27]([C:35]([F:36])([F:37])[F:38])[cH:28][c:29]([C:31]([F:32])([F:33])[F:34])[cH:30]2)[c:10]2[cH:11][c:12]([O:16][CH3:17])[cH:13][cH:14][c:15]21.[CH2:62]([Cl:63])[Cl:64].[Cl:45][c:46]1[cH:47][cH:48][cH:49][c:50]([C:51]([O:52][OH:54])=[O:53])[cH:55]1.[K+:60].[K+:61]>>[CH2:1]([CH3:2])[O:3][C:4](=[O:5])[N:6]1[CH:7]([CH2:43][CH3:44])[CH2:8][CH:9]([NH:18][C:19]2=[N:20][NH:21][N:22]([CH2:39][CH2:40][S:41]([CH3:42])=[O:53])[N:23]2[CH2:24][c:25]2[cH:26][c:27]([C:35]([F:36])([F:37])[F:38])[cH:28][c:29]([C:31]([F:32])([F:33])[F:34])[cH:30]2)[c:10]2[cH:11][c:12]([O:16][CH3:17])[cH:13][cH:14][c:15]21. The reactants are O=C(Cl)C(=O)Cl, CN(C)C=O, ClCCl, O=C(O)c1cnc2ccccc2c1. The product is O=C(Cl)c1cnc2ccccc2c1. RXN SMILES: [C:19]([Cl:20])(=[O:21])[C:23]([Cl:22])=[O:24].[CH3:14][N:15]([CH3:16])[CH:17]=[O:18].[Cl:25][CH2:26][Cl:27].[n:1]1[cH:2][c:3]([C:11](=[O:12])[OH:13])[cH:4][c:5]2[cH:6][cH:7][cH:8][cH:9][c:10]12>>[n:1]1[cH:2][c:3]([C:11](=[O:13])[Cl:22])[cH:4][c:5]2[cH:6][cH:7][cH:8][cH:9][c:10]12. The reactants are CCOC(=O)C(C(=O)OCC)C(C)(C)C1CC1, CS(C)=O, [Cl-], [Li+], O. Product: CCOC(=O)CC(C)(C)C1CC1. As a reaction SMILES: [CH2:1]([CH3:2])[O:3][C:4]([CH:5]([C:6]([O:7][CH2:8][CH3:9])=[O:10])[C:11]([CH3:12])([CH3:13])[CH:14]1[CH2:15][CH2:16]1)=[O:17].[CH3:21][S:22]([CH3:23])=[O:24].[Cl-:18].[Li+:19].[OH2:20]>>[CH2:1]([CH3:2])[O:3][C:4]([CH2:5][C:11]([CH3:12])([CH3:13])[CH:14]1[CH2:15][CH2:16]1)=[O:17]. The reactants are CCOC(=O)c1sc(-n2ccc(-c3ccccc3)cc2=O)nc1C, CC(=O)O, [Li+], C1CCOC1, [OH-], O. Yields the product Cc1nc(-n2ccc(-c3ccccc3)cc2=O)sc1C(=O)O. As a reaction SMILES: [CH3:1][c:2]1[n:3][c:4](-[n:12]2[c:13](=[O:24])[cH:14][c:15](-[c:18]3[cH:19][cH:20][cH:21][cH:22][cH:23]3)[cH:16][cH:17]2)[s:5][c:6]1[C:7](=[O:8])[O:9][CH2:10][CH3:11].[CH3:27][C:28](=[O:29])[OH:30].[Li+:25].[O:31]1[CH2:32][CH2:33][CH2:34][CH2:35]1.[OH-:26].[OH2:36]>>[CH3:1][c:2]1[n:3][c:4](-[n:12]2[c:13](=[O:24])[cH:14][c:15](-[c:18]3[cH:19][cH:20][cH:21][cH:22][cH:23]3)[cH:16][cH:17]2)[s:5][c:6]1[C:7](=[O:8])[OH:9].